Dataset: the Open Reaction Database (ORD), a public repository of structured organic reaction records. Task: describe an organic reaction: reactants, conditions, products, and yield The reactants are C(C)(C)(C)C=1C=C(C=C(C1O)C(C)(C)C)C=1OC(=C(N1)CC(=O)O)C ([2-(3,5-di-tert-butyl-4-hydroxyphenyl)-5-methyloxazol-4-yl]-acetic acid), CCO (EtOH), S(O)(O)(=O)=O (sulfuric acid). Run in O (water). Product: C(C)OC(CC=1N=C(OC1C)C1=CC(=C(C(=C1)C(C)(C)C)O)C(C)(C)C)=O ([2-(3,5-di-tert-butyl-4-hydroxyphenyl)-5-methyloxazol-4-yl]-acetic acid ethyl ester). Isolated yield 83.0%. As a reaction SMILES: [C:1]([C:5]1[CH:6]=[C:7]([C:16]2[O:17][C:18]([CH3:25])=[C:19]([CH2:21][C:22]([OH:24])=[O:23])[N:20]=2)[CH:8]=[C:9]([C:12]([CH3:15])([CH3:14])[CH3:13])[C:10]=1[OH:11])([CH3:4])([CH3:3])[CH3:2].[CH3:26][CH2:27]O.S(=O)(=O)(O)O>O>[CH2:26]([O:23][C:22](=[O:24])[CH2:21][C:19]1[N:20]=[C:16]([C:7]2[CH:6]=[C:5]([C:1]([CH3:2])([CH3:3])[CH3:4])[C:10]([OH:11])=[C:9]([C:12]([CH3:15])([CH3:14])[CH3:13])[CH:8]=2)[O:17][C:18]=1[CH3:25])[CH3:27]. Procedure details: A mixture of [2-(3,5-di-tert-butyl-4-hydroxyphenyl)-5-methyloxazol-4-yl]-acetic acid (1.5 g, 4.35 mmol), EtOH (50 mL), and concentrated sulfuric acid (0.5 mL) was refluxed for 10 hours. The mixture poured into water, and extracted with EtOAc. The organic extracts were dried over MgSO4. Evaporation and crystallization from ethyl ether/hexane gave a light brown solid (1.35g, 83% yield), m.p. 103°-105° C. The reactants are C1(CCCCCCC1)N (cyclooctylamine), ClC1=CC=C2C(=CC=NC2=C1)N1CCNCC1 (7-chloro-4-(piperazin-1-yl)quinoline), ClC(=O)OC1=CC=C(C=C1)[N+](=O)[O-] (4-nitrophenyl chloroformate), C(C)(C)N(CC)C(C)C (diisopropyl(ethyl)amine). Run in C(Cl)Cl.CO (CH2Cl2 MeOH). Product: ClC1=CC=C2C(=CC=NC2=C1)N1CCN(CC1)C(=O)NC1CCCCCCC1 (7-Chloro-4-[4-(cyclooctylaminocarbonyl)piperazin-1-yl]quinoline). RXN SMILES: [CH:1]1([NH2:9])[CH2:8][CH2:7][CH2:6][CH2:5][CH2:4][CH2:3][CH2:2]1.Cl[C:11](OC1C=CC([N+]([O-])=O)=CC=1)=[O:12].C(N(C(C)C)CC)(C)C.[Cl:32][C:33]1[CH:42]=[C:41]2[C:36]([C:37]([N:43]3[CH2:48][CH2:47][NH:46][CH2:45][CH2:44]3)=[CH:38][CH:39]=[N:40]2)=[CH:35][CH:34]=1>C(Cl)Cl.CO>[Cl:32][C:33]1[CH:42]=[C:41]2[C:36]([C:37]([N:43]3[CH2:48][CH2:47][N:46]([C:11]([NH:9][CH:1]4[CH2:8][CH2:7][CH2:6][CH2:5][CH2:4][CH2:3][CH2:2]4)=[O:12])[CH2:45][CH2:44]3)=[CH:38][CH:39]=[N:40]2)=[CH:35][CH:34]=1 |f:4.5|. Reported procedure: As described for example 78, cyclooctylamine (234.1 mg, 1.82 mmol), 4-nitrophenyl chloroformate (366 mg, 1.82 mmol), diisopropyl(ethyl)amine (554 mg, 4.3 mmol), and 7-chloro-4-(piperazin-1-yl)quinoline (300 mg, 1.21 mmol) are reacted affording the title product after flash chromatography with CH2Cl2-MeOH. Starting materials: BrB(Br)Br, CCOC(C)=O, ClCCl, ClCCl, COc1ccc(Cl)cc1C=Cc1ccccc1. Yields the product Oc1ccc(Cl)cc1C=Cc1ccccc1. As a reaction SMILES: [B:4]([Br:5])([Br:6])[Br:7].[CH3:28][CH2:29][O:30][C:31](=[O:32])[CH3:33].[Cl:1][CH2:2][Cl:3].[Cl:25][CH2:26][Cl:27].[Cl:8][c:9]1[cH:10][cH:11][c:12]([O:23][CH3:24])[c:13]([CH:14]=[CH:15][c:16]2[cH:17][cH:18][cH:19][cH:20][cH:21]2)[cH:22]1>>[Cl:8][c:9]1[cH:10][cH:11][c:12]([OH:23])[c:13]([CH:14]=[CH:15][c:16]2[cH:17][cH:18][cH:19][cH:20][cH:21]2)[cH:22]1. Reactants: FC1=C(CC2=C(C(=CC=C2)OC)N(CC(=O)OCC)S(=O)(=O)C2=CC(=C(C=C2)OC)OC)C(=CC=C1)F (ethyl N-[2-(2,6-difluorobenzyl)-6-methoxyphenyl]-N-[(3,4-dimethoxyphenyl)sulfonyl]-glycinate), [OH-].[Na+] (sodium hydroxide). Solvent: C(C)O (ethanol). Run at time 18 hour. The product is FC1=C(CC2=C(C(=CC=C2)OC)N(CC(=O)O)S(=O)(=O)C2=CC(=C(C=C2)OC)OC)C(=CC=C1)F (N-[2-(2,6-difluorobenzyl)-6-methoxyphenyl]-N-[(3,4-dimethoxyphenyl)sulfonyl]glycine). Yield: 105.5%. As a reaction SMILES: [F:1][C:2]1[CH:36]=[CH:35][CH:34]=[C:33]([F:37])[C:3]=1[CH2:4][C:5]1[CH:10]=[CH:9][CH:8]=[C:7]([O:11][CH3:12])[C:6]=1[N:13]([S:20]([C:23]1[CH:28]=[CH:27][C:26]([O:29][CH3:30])=[C:25]([O:31][CH3:32])[CH:24]=1)(=[O:22])=[O:21])[CH2:14][C:15]([O:17]CC)=[O:16].[OH-].[Na+]>C(O)C>[F:1][C:2]1[CH:36]=[CH:35][CH:34]=[C:33]([F:37])[C:3]=1[CH2:4][C:5]1[CH:10]=[CH:9][CH:8]=[C:7]([O:11][CH3:12])[C:6]=1[N:13]([S:20]([C:23]1[CH:28]=[CH:27][C:26]([O:29][CH3:30])=[C:25]([O:31][CH3:32])[CH:24]=1)(=[O:22])=[O:21])[CH2:14][C:15]([OH:17])=[O:16] |f:1.2|. Procedure details: To 1.8 g of ethyl N-[2-(2,6-difluorobenzyl)-6-methoxyphenyl]-N-[(3,4-dimethoxyphenyl)sulfonyl]-glycinate dissolved in 50 ml of ethanol are added 10 ml of 2M sodium hydroxide solution. After 18 hours at room temperature, the medium is extracted with diethyl ether and the aqueous phase is acidified and extracted with dichloromethane. The organic phase is dried over anhydrous sodium sulfate and then concentrated to give 1.8 g of the expected product. Yield: 93.0%. Run in O (water). Run at temperature -80 celsius, time 2 hour. Procedure: 0.49 g of 3-chloro-6′-(6-morpholin-4-yl-1H-benzoimidazol-2-yl)-[2,3′]bipyridinyl-5-carboxylic acid (71) (1.12 mmol) prepared in Example 58 was added to 5 mL of tetrahydrofuran, and cooled to −80° C. 0.09 g of lithium aluminum hydroxide (2.24 mmol) was slowly added thereto. After stirring for 2 hours, the temperature of the reactant was slowly raised to room temperature, and further reacted 2 hours. A small amount of water was added thereto terminate the reaction, and concentrated under reduced p... As a reaction SMILES: [Cl:1][C:2]1[C:3]([C:11]2[CH:12]=[N:13][C:14]([C:17]3[NH:21][C:20]4[CH:22]=[C:23]([N:26]5[CH2:31][CH2:30][O:29][CH2:28][CH2:27]5)[CH:24]=[CH:25][C:19]=4[N:18]=3)=[CH:15][CH:16]=2)=[N:4][CH:5]=[C:6]([C:8](O)=[O:9])[CH:7]=1.O1CCCC1.[OH-].[Al+3].[Li+].[OH-].[OH-].[OH-]>O>[Cl:1][C:2]1[C:3]([C:11]2[CH:12]=[N:13][C:14]([C:17]3[NH:21][C:20]4[CH:22]=[C:23]([N:26]5[CH2:27][CH2:28][O:29][CH2:30][CH2:31]5)[CH:24]=[CH:25][C:19]=4[N:18]=3)=[CH:15][CH:16]=2)=[N:4][CH:5]=[C:6]([CH2:8][OH:9])[CH:7]=1 |f:2.3.4.5.6.7|. Yields the product yellow crystal, ClC=1C(=NC=C(C1)CO)C=1C=NC(=CC1)C1=NC2=C(N1)C=C(C=C2)N2CCOCC2 ([3-chloro-6′-(6-morpholin-4-yl-1H-benzoimidazol-2-yl)-[2,3′]bipyridinyl-5-yl]-methanol). The reactants are [OH-].[Al+3].[Li+].[OH-].[OH-].[OH-] (lithium aluminum hydroxide), ClC=1C(=NC=C(C1)C(=O)O)C=1C=NC(=CC1)C1=NC2=C(N1)C=C(C=C2)N2CCOCC2 (3-chloro-6′-(6-morpholin-4-yl-1H-benzoimidazol-2-yl)-[2,3′]bipyridinyl-5-carboxylic acid), O1CCCC1 (tetrahydrofuran). Starting materials: NC=1C=C(C=NC1)C(NC#N)=NCCO[N+](=O)[O-] (5-amino-N-cyano-N'-(2-nitroxyethyl)-3-pyridinecarboximidamide), C(C)(=O)Cl (acetyl chloride), C(O)([O-])=O.[Na+] (sodium hydrogen carbonate). The solvent is N1=CC=CC=C1 (pyridine). Yields the product C(C)(=O)NC=1C=C(C=NC1)C(NC#N)=NCCO[N+](=O)[O-] (5-acetylamino-N-cyano-N'-(2-nitroxyethyl)-3-pyridinecarboximidamide). Yield: 94.5%. Reaction SMILES: [NH2:1][C:2]1[CH:3]=[C:4]([C:8](=[N:12][CH2:13][CH2:14][O:15][N+:16]([O-:18])=[O:17])[NH:9][C:10]#[N:11])[CH:5]=[N:6][CH:7]=1.[C:19](Cl)(=[O:21])[CH3:20].C(=O)([O-])O.[Na+]>N1C=CC=CC=1>[C:19]([NH:1][C:2]1[CH:3]=[C:4]([C:8](=[N:12][CH2:13][CH2:14][O:15][N+:16]([O-:18])=[O:17])[NH:9][C:10]#[N:11])[CH:5]=[N:6][CH:7]=1)(=[O:21])[CH3:20] |f:2.3|. Procedure details: To a solution of 5-amino-N-cyano-N'-(2-nitroxyethyl)-3-pyridinecarboximidamide (105 mg, 0.42 mmol) (see Example 1) in pyridine (1 ml) was added acetyl chloride (45 μl, 0.63 mmol), and the mixture was reacted at room temperature for 1 hour. After the reaction was completed, a cold aqueous sodium hydrogen carbonate solution was added, and the mixture was extracted with ethyl acetate. The ethyl acetate layer was washed with brine, dried over anhydrous sodium sulfate and concentrated under reduced p... The reactants are O1C(COC2=C1C=CC=C2)CN2CC(CCC2)(CC)CO ([1-(2,3-dihydrobenzo[1,4]dioxin-2-ylmethyl)-3-ethylpiperidin-3-yl]methanol), O1C(COC2=C1C=CC=C2)CN2CC(CCC2)(C)COC (1-(2,3-dihydrobenzo[1,4]dioxin-2-ylmethyl)-3-methoxymethyl-3-methylpiperidine). Yields the product O1C(COC2=C1C=CC=C2)CN2CC(CCC2)(COC)CC (1-(2,3-Dihydrobenzo[1,4]dioxin-2-ylmethyl)-3-ethyl-3-methoxymethylpiperidine). RXN SMILES: [O:1]1[C:6]2[CH:7]=[CH:8][CH:9]=[CH:10][C:5]=2[O:4][CH2:3][CH:2]1[CH2:11][N:12]1[CH2:17][CH2:16][CH2:15][C:14]([CH2:20][OH:21])([CH2:18][CH3:19])[CH2:13]1.O1C2C=CC=CC=2OC[CH:23]1CN1CCCC(COC)(C)C1>>[O:1]1[C:6]2[CH:7]=[CH:8][CH:9]=[CH:10][C:5]=2[O:4][CH2:3][CH:2]1[CH2:11][N:12]1[CH2:17][CH2:16][CH2:15][C:14]([CH2:18][CH3:19])([CH2:20][O:21][CH3:23])[CH2:13]1. Reported procedure: Prepared from [1-(2,3-dihydrobenzo[1,4]dioxin-2-ylmethyl)-3-ethylpiperidin-3-yl]methanol according to the procedure described for 1-(2,3-dihydrobenzo[1,4]dioxin-2-ylmethyl)-3-methoxymethyl-3-methylpiperidine. Reactants: CC1(C)C2CCC1(CS(=O)(=O)O)C(=O)C2, CC(C)O, NC(=O)c1cc(N2CCOCC2)ccc1Nc1nc(Cl)ncc1Cl, CN1C(=O)CCCc2cc(N)ccc21. Product: CN1C(=O)CCCc2cc(Nc3ncc(Cl)c(Nc4ccc(N5CCOCC5)cc4C(N)=O)n3)ccc21. Reaction SMILES: [C:39]12([CH2:40][S:41]([OH:42])(=[O:43])=[O:44])[C:45]([CH3:46])([CH3:47])[CH:48]([CH2:49][CH2:50]1)[CH2:51][C:52]2=[O:53].[CH:54]([OH:55])([CH3:56])[CH3:57].[Cl:1][c:2]1[n:3][cH:4][c:5]([Cl:24])[c:6]([NH:8][c:9]2[c:10]([C:11](=[O:12])[NH2:13])[cH:14][c:15]([N:18]3[CH2:19][CH2:20][O:21][CH2:22][CH2:23]3)[cH:16][cH:17]2)[n:7]1.[NH2:25][c:26]1[cH:27][cH:28][c:29]2[c:30]([cH:38]1)[CH2:31][CH2:32][CH2:33][C:34](=[O:37])[N:35]2[CH3:36]>>[c:2]1([NH:25][c:26]2[cH:27][cH:28][c:29]3[c:30]([cH:38]2)[CH2:31][CH2:32][CH2:33][C:34](=[O:37])[N:35]3[CH3:36])[n:3][cH:4][c:5]([Cl:24])[c:6]([NH:8][c:9]2[c:10]([C:11](=[O:12])[NH2:13])[cH:14][c:15]([N:18]3[CH2:19][CH2:20][O:21][CH2:22][CH2:23]3)[cH:16][cH:17]2)[n:7]1.